This data is from the Open Reaction Database (ORD), a public repository of structured organic reaction records. The task is: describe an organic reaction: reactants, conditions, products, and yield Starting materials: CC(C)(C)[O-], C[S+](C)C, CS(C)=O, CCOC(C)=O, O=C(c1ccc(Cl)cc1)c1ccc(I)cc1, [I-], [K+]. The product is Clc1ccc(C2(c3ccc(I)cc3)CO2)cc1. RXN SMILES: [CH3:1][C:2]([CH3:3])([O-:4])[CH3:5].[CH3:24][S+:25]([CH3:26])[CH3:27].[CH3:28][S:29]([CH3:30])=[O:31].[CH3:32][CH2:33][O:34][C:35](=[O:36])[CH3:37].[Cl:7][c:8]1[cH:9][cH:10][c:11]([C:12](=[O:13])[c:14]2[cH:15][cH:16][c:17]([I:20])[cH:18][cH:19]2)[cH:21][cH:22]1.[I-:23].[K+:6]>>[CH2:1]1[C:12]([c:11]2[cH:10][cH:9][c:8]([Cl:7])[cH:22][cH:21]2)([c:14]2[cH:15][cH:16][c:17]([I:20])[cH:18][cH:19]2)[O:13]1. The reactants are C(C)(C)(C)OC(=O)N1[C@H](CCC1)C(=O)F ((R)-2-Fluorocarbonyl-pyrrolidine-1-carboxylic Acid tert-butyl Ester), C([O-])(O)=O.[Na+] (sodium bicarbonate), Cl.NCCS (2-aminoethanethiol hydrochloride). The solvent is C(Cl)Cl (CH2Cl2), O (water). Conditions: time 25 minute. The product is 24d, C(C)(C)(C)OC(=O)N1[C@H](CCC1)C(NCCS)=O ((R)-2-(2-mercapto-ethylcarbamoyl)-pyrrolidine-1-carboxylic Acid tert-butyl Ester). As a reaction SMILES: C(=O)(O)[O-].[Na+].Cl.[NH2:7][CH2:8][CH2:9][SH:10].[C:11]([O:15][C:16]([N:18]1[CH2:22][CH2:21][CH2:20][C@@H:19]1[C:23](F)=[O:24])=[O:17])([CH3:14])([CH3:13])[CH3:12]>O.C(Cl)Cl>[C:11]([O:15][C:16]([N:18]1[CH2:22][CH2:21][CH2:20][C@@H:19]1[C:23](=[O:24])[NH:7][CH2:8][CH2:9][SH:10])=[O:17])([CH3:14])([CH3:13])[CH3:12] |f:0.1,2.3|. Procedure details: To a 50 mL round-bottom flask charged with a solution of sodium bicarbonate (134.3 mg, 1.6 mmol) in 7.8 mL water was added 2-aminoethanethiol hydrochloride (97.5 mg, 0.86 mmol). To this stirring solution was added dropwise over 60 seconds a solution of 25d (170.3 mg, 0.78 mmol) in 7.8 mL CH2Cl2. The reaction was vigorously stirred for 25 minutes at room temperature, then extracted twice with fresh CH2Cl2. The combined CH2Cl2 extracts were washed once with 5% aqueous HCl, once with 10% aqueous so... Starting materials: CN(CC(=O)NC1=CC=C(C=C1)[C@H]1CN(CCO1)[C@H](C)C1=CC=CC=C1)C (N2,N2-dimethyl-N1-{4-[(2S)-4-((1R)-1-phenylethyl)morpholin-2-yl]phenyl}glycinamide), C(=O)[O-].[NH4+] (ammonium formate). Reagents/catalysts: [Pd] (palladium on carbon). Run in O1CCCC1 (tetrahydrofuran), CO (methanol), O (water). Run at temperature 95 celsius, time 3 hour. The product is CN(CC(=O)NC1=CC=C(C=C1)[C@H]1CNCCO1)C (N2,N2-dimethyl-N1-{4-[(2S)-morpholin-2-yl]phenyl}glycinamide). Yield: 95.7%. RXN SMILES: [CH3:1][N:2]([CH3:27])[CH2:3][C:4]([NH:6][C:7]1[CH:12]=[CH:11][C:10]([C@@H:13]2[O:18][CH2:17][CH2:16][N:15]([C@@H](C3C=CC=CC=3)C)[CH2:14]2)=[CH:9][CH:8]=1)=[O:5].C([O-])=O.[NH4+]>O1CCCC1.CO.O.[Pd]>[CH3:1][N:2]([CH3:27])[CH2:3][C:4]([NH:6][C:7]1[CH:8]=[CH:9][C:10]([C@@H:13]2[O:18][CH2:17][CH2:16][NH:15][CH2:14]2)=[CH:11][CH:12]=1)=[O:5] |f:1.2|. Reported procedure: To a solution of N2,N2-dimethyl-N1-{4-[(2S)-4-((1R)-1-phenylethyl)morpholin-2-yl]phenyl}glycinamide (0.91 g, 2.5 mmol) and ammonium formate (0.79 g, 12.5 mmol) in tetrahydrofuran (20 ml), methanol (40 ml) and water (7 ml) was added 10% palladium on carbon (wet, 300 mg) and the mixture was stirred at 95° C. for 3 hours. After filtration, the solvent was removed in vacuo and the residue was partitioned between water and dichloromethane. The organic layer was dried over anhydrous sodium sulfate and... The reactants are BrC1=CC=C(C=C1)NS(=O)(=O)CCCCl (N-(4-Bromophenyl)-3-chloropropane-1-sulfonamide), C(=O)([O-])[O-].[Cs+].[Cs+] (Cs2CO3). The solvent is CN(C)C=O (DMF), CCOCC (ether). Run at time 3 hour. Yields the product BrC1=CC=C(C=C1)N1S(CCC1)(=O)=O (2-(4-bromophenyl)isothiazolidine 1,1-dioxide). Isolated yield 73.6%. RXN SMILES: [Br:1][C:2]1[CH:7]=[CH:6][C:5]([NH:8][S:9]([CH2:12][CH2:13][CH2:14]Cl)(=[O:11])=[O:10])=[CH:4][CH:3]=1.C([O-])([O-])=O.[Cs+].[Cs+]>CN(C=O)C.CCOCC>[Br:1][C:2]1[CH:7]=[CH:6][C:5]([N:8]2[CH2:14][CH2:13][CH2:12][S:9]2(=[O:11])=[O:10])=[CH:4][CH:3]=1 |f:1.2.3|. Procedure: N-(4-Bromophenyl)-3-chloropropane-1-sulfonamide (1.0 g, 3.2 mmol) was dissolved in DMF, Cs2CO3 (1.56 g, 4.8 mmol) was added, and the mixture was stirred for 3 hours. The mixture was then diluted with ether, washed with water, 2N HCl, brine, dried over MgSO4, and concentrated. The crude product was purified via Isco chromatography (the Redisep® column, silica, gradient 5-60% ethyl acetate in hexane) to afford 0.65 g (74%) 2-(4-bromophenyl)isothiazolidine 1,1-dioxide. The reactants are OC1=C(C(=CC=C1)[N+](=O)[O-])/C=C/C(=O)OCC (ethyl (2E)-3-(2-hydroxy-6-nitrophenyl)prop-2-enoate), [Si](C)(C)(C(C)(C)C)Cl (t-butyldimethylsilyl chloride), N1C=NC=C1 (imidazole), Cl (hydrochloric acid), P(OCC)(OCC)OCC (triethyl phosphite). Run in CN(C=O)C (N,N-dimethylformamide), C(C)(=O)OCC (ethyl acetate). Conditions: temperature 170 celsius. Product: C[Si](C(C)(C)C)(OC1=C2C=C(NC2=CC=C1)C(=O)OCC)C (ethyl 4-(1,1,2,2-tetramethyl-1-silapropoxy)indole-2-carboxylate). Yield: 63.7%. As a reaction SMILES: [OH:1][C:2]1[CH:7]=[CH:6][CH:5]=[C:4]([N+:8]([O-])=O)[C:3]=1/[CH:11]=[CH:12]/[C:13]([O:15][CH2:16][CH3:17])=[O:14].[Si:18](Cl)([C:21]([CH3:24])([CH3:23])[CH3:22])([CH3:20])[CH3:19].N1C=CN=C1.Cl.P(OCC)(OCC)OCC>C(OCC)(=O)C.CN(C)C=O>[CH3:19][Si:18]([CH3:20])([O:1][C:2]1[CH:7]=[CH:6][CH:5]=[C:4]2[C:3]=1[CH:11]=[C:12]([C:13]([O:15][CH2:16][CH3:17])=[O:14])[NH:8]2)[C:21]([CH3:24])([CH3:23])[CH3:22]. Procedure: To a round-bottomed flask at rt was charged with ethyl (2E)-3-(2-hydroxy-6-nitrophenyl)prop-2-enoate (Example 206, 260 mg, 1.10 mmol), N,N-dimethylformamide (2 mL), t-butyldimethylsilyl chloride (198 mg, 1.32 mmol), and imidazole (150 mg, 2.20 mmol). The resulting mixture was left stirring at rt for 2 hours before hydrochloric acid was added and the mixture was extracted with diethyl ether (2×20 mL). The combined organic layer was washed with water, brine, and dried over anhydrous sodium sulfate... The reactants are FC=1C=C(CN2N=CC(=C2)C2=CN(C3=NC=C(C=C32)C=3C=NC(=CC3)N3CCNCC3)S(=O)(=O)C3=CC=C(C)C=C3)C=CC1 (3-(1-(3-fluorobenzyl)-1H-pyrazol-4-yl)-5-(6-(piperazin-1-yl)pyridin-3-yl)-1-tosyl-1H-pyrrolo[2,3-b]pyridine), C([O-])(O)=O.[Na+] (sodium bicarbonate), FC=1C=C(CN2N=CC(=C2)C2=CNC3=NC=C(C=C32)C=3C=NC(=CC3)N3CCN(CC3)C)C=CC1 (3-(1-(3-fluorobenzyl)-1H-pyrazol-4-yl)-5-(6-(4-methylpiperazin-1-yl)pyridin-3-yl)-1H-pyrrolo[2,3-b]pyridine), ClCC(=O)N (2-chloroacetamide). Run in C(C)O.CC(=O)C (ethanol acetone). The product is FC=1C=C(CN2N=CC(=C2)C2=CN(C3=NC=C(C=C32)C=3C=CC(=NC3)N3CCN(CC3)CC(=O)N)S(=O)(=O)C3=CC=C(C)C=C3)C=CC1 (2-(4-(5-(3-(1-(3-fluorobenzyl)-1H-pyrazol-4-yl)-1-tosyl-1H-pyrrolo[2,3-b]pyridin-5-yl)pyridin-2-yl)piperazin-1-yl)acetamide). Isolated yield 73.4%. As a reaction SMILES: [F:1][C:2]1[CH:3]=[C:4]([CH:42]=[CH:43][CH:44]=1)[CH2:5][N:6]1[CH:10]=[C:9]([C:11]2[C:19]3[C:14](=[N:15][CH:16]=[C:17]([C:20]4[CH:21]=[N:22][C:23]([N:26]5[CH2:31][CH2:30][NH:29][CH2:28][CH2:27]5)=[CH:24][CH:25]=4)[CH:18]=3)[N:13]([S:32]([C:35]3[CH:41]=[CH:40][C:38]([CH3:39])=[CH:37][CH:36]=3)(=[O:34])=[O:33])[CH:12]=2)[CH:8]=[N:7]1.FC1C=C(C=CC=1)CN1C=C(C2C3C(=NC=C(C4C=NC(N5CCN(C)CC5)=CC=4)C=3)NC=2)C=N1.Cl[CH2:81][C:82]([NH2:84])=[O:83].C(=O)(O)[O-].[Na+]>C(O)C.CC(C)=O>[F:1][C:2]1[CH:3]=[C:4]([CH:42]=[CH:43][CH:44]=1)[CH2:5][N:6]1[CH:10]=[C:9]([C:11]2[C:19]3[C:14](=[N:15][CH:16]=[C:17]([C:20]4[CH:25]=[CH:24][C:23]([N:26]5[CH2:31][CH2:30][N:29]([CH2:81][C:82]([NH2:84])=[O:83])[CH2:28][CH2:27]5)=[N:22][CH:21]=4)[CH:18]=3)[N:13]([S:32]([C:35]3[CH:41]=[CH:40][C:38]([CH3:39])=[CH:37][CH:36]=3)(=[O:34])=[O:33])[CH:12]=2)[CH:8]=[N:7]1 |f:3.4,5.6|. Procedure: Using similar reaction conditions as described in step-i of example-82A, 3-(1-(3-fluorobenzyl)-1H-pyrazol-4-yl)-5-(6-(piperazin-1-yl)pyridin-3-yl)-1-tosyl-1H-pyrrolo[2,3-b]pyridine (step 1 compound of example 137) (100 mg, 0.164 mmol) was alkylated using 2-chloroacetamide (23 mg, 0.247 mmol), sodium bicarbonate (42 mg, 0.494 mmol) and ethanol/acetone (3/3 mL) to get 80 mg (73.0%) of the titled compound after purification by column (Silica gel 60/120) chromatography using 5% methanol in dichlorom... Reactants: C=C (ethylene), C12C=CC(CC1)C2 (norbornene), C(C)(C)O (isopropyl alcohol). Run in CC(=O)C (acetone). Conditions: temperature 70 celsius, time 60 minute. Product: C=C.C12C=CC(CC1)C2.C=CC1=CC=CC=C1 (ethylene/norbornene styrene). RXN SMILES: C=C.[CH:3]12[CH2:9][CH:6]([CH2:7][CH2:8]1)[CH:5]=[CH:4]2.[CH:10](O)([CH3:12])[CH3:11]>CC(C)=O>[CH2:3]=[CH2:4].[CH:3]12[CH2:9][CH:6]([CH2:7][CH2:8]1)[CH:5]=[CH:4]2.[CH2:11]=[CH:10][C:12]1[CH:7]=[CH:8][CH:3]=[CH:4][CH:5]=1 |f:4.5.6|. Procedure: To a 15-liter autoclave vacuum dried and purged with nitrogen, 887 g of norbornene, 1,100 ml of styrene, 777 ml of cyclohexane and 3 ml of a cyclohexane solution of triisobutylaluminum (1 mmol/ml) were introduced at ambient temperature. The autoclave was pressurized up to 6 kg/cm2 -G with ethylene while stirring, and then the pressure was released. The operations of pressurizing and pressure release were repeated three times. Thereafter, the system was pressurized to 1.5 kg/cm2 -G with ethylene,...